This data is from the Open Reaction Database (ORD), a public repository of structured organic reaction records. The task is: describe an organic reaction: reactants, conditions, products, and yield The reactants are C(C1=CC=CC=C1)O[C@H]1C[C@H]2N=C(S[C@H]2O[C@@H]1[C@@](C(F)(F)F)(C)O)N(C(OC(C)(C)C)=O)C (tert-butyl ((3aR,5S,6S,7aR)-6-(benzyloxy)-5-((R)-1,1,1-trifluoro-2-hydroxypropan-2-yl)-5,6,7,7a-tetrahydro-3aH-pyrano[3,2-d]thiazol-2-yl)(methyl)carbamate), B(Cl)(Cl)Cl (BCl3). Yields the product CNC=1S[C@@H]2[C@H](N1)C[C@@H]([C@H](O2)[C@@](C(F)(F)F)(C)O)O ((3aR,5S,6S,7aR)-2-(methylamino)-5-((R)-1,1,1-trifluoro-2-hydroxypropan-2-yl)-5,6,7,7a-tetrahydro-3aH-pyrano[3,2-d]thiazol-6-ol), solid. The yield is 73.0%. RXN SMILES: C([O:8][C@@H:9]1[C@@H:17]([C@:18]([OH:24])([CH3:23])[C:19]([F:22])([F:21])[F:20])[O:16][C@H:15]2[C@H:11]([N:12]=[C:13]([N:25](C)[C:26](=O)OC(C)(C)C)[S:14]2)[CH2:10]1)C1C=CC=CC=1.B(Cl)(Cl)Cl>>[CH3:26][NH:25][C:13]1[S:14][C@H:15]2[O:16][C@H:17]([C@:18]([OH:24])([CH3:23])[C:19]([F:20])([F:21])[F:22])[C@@H:9]([OH:8])[CH2:10][C@H:11]2[N:12]=1. Reported procedure: The protected material, tert-butyl ((3aR,5S,6S,7aR)-6-(benzyloxy)-5-((R)-1,1,1-trifluoro-2-hydroxypropan-2-yl)-5,6,7,7a-tetrahydro-3aH-pyrano[3,2-d]thiazol-2-yl)(methyl)carbamate (0.160 g, 0.326 mmol), was deprotected using BCl3, as described for Example 20. After purification on silica gel by flash column chromatography (1.0 M NH3 in MeOH/DCM, 1:12), (3aR,5S,6S,7aR)-2-(methylamino)-5-((R)-1,1,1-trifluoro-2-hydroxypropan-2-yl)-5,6,7,7a-tetrahydro-3aH-pyrano[3,2-d]thiazol-6-ol was obtained as a w... The reagents and catalysts are [N+](=O)([O-])[O-].[Ag+] (silver nitrate). Reactants: ice water, C[C@H](CC1=CC=C(C(=O)O)C=C1)CC ((S)-4-(2'-methylbutyl)benzoic acid), [N+](=O)(O)[O-] (nitric acid), BrBr (bromine). Yield: 39.1%. RXN SMILES: [CH3:1][C@@H:2]([CH2:13][CH3:14])[CH2:3][C:4]1[CH:12]=[CH:11][C:7]([C:8]([OH:10])=[O:9])=[CH:6][CH:5]=1.[N+]([O-])(O)=O.[Br:19]Br>O.[N+]([O-])([O-])=O.[Ag+]>[Br:19][C:5]1[CH:6]=[C:7]([CH:11]=[CH:12][C:4]=1[CH2:3][CH:2]([CH3:1])[CH2:13][CH3:14])[C:8]([OH:10])=[O:9] |f:4.5|. Solvent: O (water), O (water). Yields the product BrC=1C=C(C(=O)O)C=CC1CC(CC)C (3-bromo-4-(2'-methylbutyl)benzoic acid). Reported procedure: A solution of silver nitrate (177 g, 1.1 mol) in water (500 ml) was dropwise added to a solution in water (500 ml), of a mixture of (S)-4-(2'-methylbutyl)benzoic acid (200 g, 1.0 mol), nitric acid (680 ml) and bromine (183 g, 1.1 mol), under ice-cooling, followed by agitating the mixture at room temperature for 5 hours, feeding it into ice water, filtering deposited crystals, adding a 10% sodium carbonate aqueous solution (2 l), sufficiently agitating the mixture, filtering off a remaining insol... Run at time 5 hour. Run in C(C)(=O)O (acetic acid). Yields the product COC=1C=C2C(C(NC2=CC1)=O)C1CCNCC1 (1,3-dihydro-5-methoxy-3-(piperidin-4-yl)-2H-indol-2-one). Procedure details: A stirred mixture of 14 g of the product of Step A, 140 ml of acetic acid and 1.4 g of 9.6% palladized carbon was heated at 50° C. while saturated with hydrogen and when hydrogen absorption ceased, the mixture was filtered. The filtrate was evaporated to dryness and the residue was taken up in water. The aqueous phase was made alkaline with sodium hydroxide and the mixture was extracted with methylene chloride. The organic phase was washed with water, dried and evaporated to dryness to obtain 8.... Run at temperature 50 celsius. The reactants are COC=1C=C2C(C(NC2=CC1)=O)=C1CCN(CC1)CC1=CC=CC=C1 (1,3-dihydro-5-methoxy-3-(1-benzyl-piperidin-4-ylidene)-2H-indol-2-one). RXN SMILES: [CH3:1][O:2][C:3]1[CH:4]=[C:5]2[C:9](=[CH:10][CH:11]=1)[NH:8][C:7](=[O:12])[C:6]2=[C:13]1[CH2:18][CH2:17][N:16](CC2C=CC=CC=2)[CH2:15][CH2:14]1>C(O)(=O)C>[CH3:1][O:2][C:3]1[CH:4]=[C:5]2[C:9](=[CH:10][CH:11]=1)[NH:8][C:7](=[O:12])[CH:6]2[CH:13]1[CH2:18][CH2:17][NH:16][CH2:15][CH2:14]1. Starting materials: Cl.N1[C@H](CCCC1)C(=O)OC (methyl (2R)-2-piperidinecarboxylate hydrochloride), C=1C=CC2=C(C1)N=NN2O (HOBt), CN1CCOCC1 (4-methylmorpholine), C1(=CC=CC=C1)COC(=O)NCC(=O)O (N-{[(phenylmethyl)oxy]carbonyl}glycine), CCN=C=NCCCN(C)C (EDCI). The solvent is C(Cl)Cl (CH2Cl2). Reaction conditions: time 8 hour. Product: C1(=CC=CC=C1)COC(=O)NCC(=O)N1[C@H](CCCC1)C(=O)OC (methyl (2R)-1-(N-{[(phenylmethyl)oxy]carbonyl}glycyl)-2-piperidinecarboxylate). The yield is 109.1%. RXN SMILES: Cl.[NH:2]1[CH2:7][CH2:6][CH2:5][CH2:4][C@@H:3]1[C:8]([O:10][CH3:11])=[O:9].C1C=CC2N(O)N=NC=2C=1.CN1CCOCC1.[C:29]1([CH2:35][O:36][C:37]([NH:39][CH2:40][C:41](O)=[O:42])=[O:38])[CH:34]=[CH:33][CH:32]=[CH:31][CH:30]=1.CCN=C=NCCCN(C)C>C(Cl)Cl>[C:29]1([CH2:35][O:36][C:37]([NH:39][CH2:40][C:41]([N:2]2[CH2:7][CH2:6][CH2:5][CH2:4][C@@H:3]2[C:8]([O:10][CH3:11])=[O:9])=[O:42])=[O:38])[CH:30]=[CH:31][CH:32]=[CH:33][CH:34]=1 |f:0.1|. Procedure details: To a solution of methyl (2R)-2-piperidinecarboxylate hydrochloride (1.0 g, 5.56 mmol) and HOBt (0.90 g, 6.67 mmol) in CH2Cl2 (20 mL) was added 4-methylmorpholine (2.44 mL, 22.24 mmol), N-{[(phenylmethyl)oxy]carbonyl}glycine (1.16 g, 5.56 mmol), and EDCI (1.28 g, 6.67 mmol). After stirring overnight, the solution was washed 6 N aq. HCl (100 mL) and water (100 mL). The aqueous layer was extracted with CH2Cl2 (3×50 mL). The combined organic layers were washed with water (50 mL) and brine (50 mL), a... The reactants are ClC1=C(C#N)C=C(C=C1)[N+](=O)[O-] (2-chloro-5-nitrobenzonitrile), C(=O)([O-])[O-].[K+].[K+] (K2CO3), C1(=CC=CC=C1)CS (phenylmethanethiol). Run in CC#N (MeCN). Reaction conditions: time 8 hour. Product: C(C1=CC=CC=C1)SC1=C(C#N)C=C(C=C1)[N+](=O)[O-] (2-(benzylthio)-5-nitrobenzonitrile). The yield is 99.9%. As a reaction SMILES: Cl[C:2]1[CH:9]=[CH:8][C:7]([N+:10]([O-:12])=[O:11])=[CH:6][C:3]=1[C:4]#[N:5].C([O-])([O-])=O.[K+].[K+].[C:19]1([CH2:25][SH:26])[CH:24]=[CH:23][CH:22]=[CH:21][CH:20]=1>CC#N>[CH2:25]([S:26][C:2]1[CH:9]=[CH:8][C:7]([N+:10]([O-:12])=[O:11])=[CH:6][C:3]=1[C:4]#[N:5])[C:19]1[CH:24]=[CH:23][CH:22]=[CH:21][CH:20]=1 |f:1.2.3|. Reported procedure: To a solution of 2-chloro-5-nitrobenzonitrile (27.375 g, 0.15 mol) in MeCN (500 ml) was added K2CO3 (24.84 g, 0.18 mol) and phenylmethanethiol (17.71 ml, 0.15 mol). The solution was stirred at room temperature for overnight. The mixture was filtered through the celite pad and the filtrate was concentrated in vacuo to give 2-(benzylthio)-5-nitrobenzonitrile (40.5 g, 100%) as a yellow solid. 1H NMR: CDCl3 400 MHz δ8.43 (s, 1H), 8.27-8.25 (m, 1H), 7.44-7.31 (m, 6H), 4.35 (s, 2H). Reactants: OC1=CC=C(CO)C=C1 (4-Hydroxybenzyl alcohol), O (water), CC(CCCCCCC(=O)O)C (8-methylnonanoic acid), 435. The solvent is CCCCCC (hexane). Conditions: temperature 50 celsius. Product: CC(CCCCCCC(=O)OCC1=CC=C(C=C1)O)C (4-hydroxybenzyl 8-methylnonanoate). The yield is 67.2%. As a reaction SMILES: [OH:1][C:2]1[CH:9]=[CH:8][C:5]([CH2:6][OH:7])=[CH:4][CH:3]=1.[CH3:10][CH:11]([CH3:21])[CH2:12][CH2:13][CH2:14][CH2:15][CH2:16][CH2:17][C:18](O)=[O:19].O>CCCCCC>[CH3:10][CH:11]([CH3:21])[CH2:12][CH2:13][CH2:14][CH2:15][CH2:16][CH2:17][C:18]([O:7][CH2:6][C:5]1[CH:8]=[CH:9][C:2]([OH:1])=[CH:3][CH:4]=1)=[O:19]. Procedure: 4-Hydroxybenzyl alcohol (651 mg, 5.24 mmol), 8-methylnonanoic acid (948 mg, 5.50 mmol) and Novozyme 435 (50 mg) were measured and placed in a flask (25 ml). The mixture was stirred with heating in an oil bath at 50° C. for 16 hr without plugging the flask. After stirring with heating for 2 to 3 hr, attachment of water onto the upper wall of the flask was observed. The reaction mixture was allowed to cool to room temperature, hexane (50 ml) was added, and Novozyme 435 and the insoluble material w...